This data is from the Open Reaction Database (ORD), a public repository of structured organic reaction records. The task is: describe an organic reaction: reactants, conditions, products, and yield Procedure: Compound 1e was subjected to Suzuki coupling reaction conditions with N-Boc-1,2,3,6-tetrahydropyridine-4-boronic acid pinacol ester using the method described in Example 1, Step G to obtain compound 26a. Mass Spectrum (LCMS, ESI pos.) Calcd. for C21H29N5O4: 416.2 (M+H). Found 416.3. RXN SMILES: Br[C:2]1[N:7]2[CH:8]=[C:9]([CH2:11][OH:12])[N:10]=[C:6]2[C:5]([N:13]2[CH2:18][CH2:17][O:16][CH2:15][CH2:14]2)=[N:4][CH:3]=1.[C:19]([N:26]1[CH2:31][CH:30]=[C:29](B2OC(C)(C)C(C)(C)O2)[CH2:28][CH2:27]1)([O:21][C:22]([CH3:25])([CH3:24])[CH3:23])=[O:20]>>[OH:12][CH2:11][C:9]1[N:10]=[C:6]2[C:5]([N:13]3[CH2:18][CH2:17][O:16][CH2:15][CH2:14]3)=[N:4][CH:3]=[C:2]([C:29]3[CH2:30][CH2:31][N:26]([C:19]([O:21][C:22]([CH3:25])([CH3:24])[CH3:23])=[O:20])[CH2:27][CH:28]=3)[N:7]2[CH:8]=1. The product is OCC=1N=C2N(C(=CN=C2N2CCOCC2)C2=CCN(CC2)C(=O)OC(C)(C)C)C1 (tert-Butyl 4-(2-(hydroxymethyl)-8-morpholinoimidazo[1,2-a]pyrazin-5-yl)-5,6-dihydropyridine-1(2H)-carboxylate). Reactants: BrC1=CN=C(C=2N1C=C(N2)CO)N2CCOCC2 ((5-Bromo-8-morpholinoimidazo[1,2-a]pyrazin-2-yl)methanol), C(=O)(OC(C)(C)C)N1CCC(=CC1)B1OC(C)(C)C(C)(C)O1 (N-Boc-1,2,3,6-tetrahydropyridine-4-boronic acid pinacol ester). Reactants: FC=1C=C(C=CC1C)N1N=C(N=C1)C(=O)O (1-(3-fluoro-4-methyl-phenyl)-1H-[1,2,4]-triazole-3-carboxylic acid), C(C)(C)(C)OC(=O)N1CC(NCC1)(C)C (3,3-dimethyl-piperazine-1-carboxylic acid tert-butyl ester), FC(C(=O)O)(F)F.CC1(N(CCNC1)C(=O)C1=NN(C=N1)C1=CC=CC=C1)C ((2,2-dimethyl-piperazin-1-yl)-(1-phenyl-1-H-[1,2,4]-triazol-3-yl)-methanone trifluoroacetate). Yields the product FC(C(=O)O)(F)F.CC1(N(CCNC1)C(=O)C1=NN(C=N1)C1=CC(=C(C=C1)C)F)C ((2,2-Dimethyl-piperazin-1-yl)-[1-(3-fluoro-4-methyl-phenyl)-1H-[1,2,4]triazol-3-yl)-methanone trifluoroacetate). RXN SMILES: [F:1][C:2]1[CH:3]=[C:4]([N:9]2[CH:13]=[N:12][C:11]([C:14]([OH:16])=O)=[N:10]2)[CH:5]=[CH:6][C:7]=1[CH3:8].C(OC([N:24]1[CH2:29][CH2:28][NH:27][C:26]([CH3:31])([CH3:30])[CH2:25]1)=O)(C)(C)C.[F:32][C:33]([F:38])([F:37])[C:34]([OH:36])=[O:35].CC1(C)CNCCN1C(C1N=CN(C2C=CC=CC=2)N=1)=O>>[F:32][C:33]([F:38])([F:37])[C:34]([OH:36])=[O:35].[CH3:30][C:26]1([CH3:31])[CH2:25][NH:24][CH2:29][CH2:28][N:27]1[C:14]([C:11]1[N:12]=[CH:13][N:9]([C:4]2[CH:5]=[CH:6][C:7]([CH3:8])=[C:2]([F:1])[CH:3]=2)[N:10]=1)=[O:16] |f:2.3,4.5|. Procedure: This intermediate was prepared from 1-(3-fluoro-4-methyl-phenyl)-1H-[1,2,4]-triazole-3-carboxylic acid and 3,3-dimethyl-piperazine-1-carboxylic acid tert-butyl ester in two steps according to the preparation of (2,2-dimethyl-piperazin-1-yl)-(1-phenyl-1-H-[1,2,4]-triazol-3-yl)-methanone trifluoroacetate. Starting materials: C(C)OC(CN1CCN(CC1)C1=NC=C(C=C1[N+](=O)[O-])C(NC1CC1)=O)=O ([4-(5-cyclopropylcarbamoyl-3-nitro-pyridin-2-yl)-piperazin-1-yl]-acetic acid ethyl ester), C(C)O (ethanol). The reagents and catalysts are [Pd] (palladium on carbon). Run at time 8 hour. Yields the product C(C)OC(CC1CCN(CC1)C1=NC=C(C=C1N)C(NC1CC1)=O)=O ((3′-amino-5′-cyclopropylcarbamoyl-3,4,5,6-tetrahydro-2H-[1,2′]bipyridinyl-4-yl)-acetic acid ethyl ester). The yield is 97.0%. As a reaction SMILES: C(OC(=O)CN1[CH2:11][CH2:10][N:9]([C:12]2[C:17]([N+:18]([O-])=O)=[CH:16][C:15]([C:21](=[O:26])[NH:22][CH:23]3[CH2:25][CH2:24]3)=[CH:14][N:13]=2)[CH2:8][CH2:7]1)C.[CH2:28]([OH:30])[CH3:29]>[Pd]>[CH2:28]([O:30][C:21](=[O:26])[CH2:15][CH:14]1[CH2:7][CH2:8][N:9]([C:12]2[C:17]([NH2:18])=[CH:16][C:15]([C:21](=[O:26])[NH:22][CH:23]3[CH2:24][CH2:25]3)=[CH:14][N:13]=2)[CH2:10][CH2:11]1)[CH3:29]. Procedure: To a solution of 0.33 g (0.93 mmol) of [4-(5-cyclopropylcarbamoyl-3-nitro-pyridin-2-yl)-piperazin-1-yl]-acetic acid ethyl ester in ethanol is added 0.050 g (0.023 mmol) of 5% palladium on carbon. The mixture is placed under an atmosphere of hydrogen and stirred overnight. The mixture is filtered through a pad of diatomaceous earth and concentrated under reduced pressure to provide 0.39 g (97%) of (3′-amino-5′-cyclopropylcarbamoyl-3,4,5,6-tetrahydro-2H-[1,2′]bipyridinyl-4-yl)-acetic acid ethyl es... The reactants are C1(=CCCCC1)C1C(CCCC1)=O (2-(1-Cyclohexenyl)cyclohexanone), C(CCCCC)(=O)N (hexanamide), C1(=CC=CC=C1)C (toluene). Run in O (water). The product is C1(=CCCCC1)C1=C(CCCC1)NC(CCCCC)=O (N-[2-(1-cyclohexen-1-yl)-1-cyclohexen-1- yl]hexanamide). As a reaction SMILES: [C:1]1([CH:7]2[CH2:12][CH2:11][CH2:10][CH2:9][C:8]2=O)[CH2:6][CH2:5][CH2:4][CH2:3][CH:2]=1.[C:14]([NH2:21])(=[O:20])[CH2:15][CH2:16][CH2:17][CH2:18][CH3:19].C1(C)C=CC=CC=1>O>[C:1]1([C:7]2[CH2:12][CH2:11][CH2:10][CH2:9][C:8]=2[NH:21][C:14](=[O:20])[CH2:15][CH2:16][CH2:17][CH2:18][CH3:19])[CH2:6][CH2:5][CH2:4][CH2:3][CH:2]=1. Reported procedure: 2-(1-Cyclohexenyl)cyclohexanone (17.8 g., 0.1 mole), hexanamide (11.5 g., 0.1 mole), 5.0 g. of a highly acidic resin, Amberlyst 15, and toluene (150 ml) are mixed, stirred and heated at reflux for 16 hours. The water formed in the course of the reaction is azeotroped from the reaction mixture. The hot solution is decanted from the Amberlyst catalyst, the catalyst washed with toluene (200 ml.), and the toluene fractions are combined. Pentane (300 ml.) is added to the toluene solution, the mixture... Starting materials: NC1=CC=C(C(=O)OC)C=C1 (methyl 4-aminobenzoate), C(#N)C1=CC=C(C(=O)Cl)C=C1 (4-cyanobenzoyl chloride), N1=CC=CC=C1 (pyridine). Conditions: time 5 minute. Yields the product C(#N)C1=CC=C(C(=O)NC2=CC=C(C(=O)OCC)C=C2)C=C1 (ethyl 4-[(4-cyanobenzoyl)amino]benzoate). RXN SMILES: [NH2:1][C:2]1[CH:11]=[CH:10][C:5]([C:6]([O:8][CH3:9])=[O:7])=[CH:4][CH:3]=1.[C:12]([C:14]1[CH:22]=[CH:21][C:17]([C:18](Cl)=[O:19])=[CH:16][CH:15]=1)#[N:13].N1C=CC=C[CH:24]=1>>[C:12]([C:14]1[CH:22]=[CH:21][C:17]([C:18]([NH:1][C:2]2[CH:3]=[CH:4][C:5]([C:6]([O:8][CH2:9][CH3:24])=[O:7])=[CH:10][CH:11]=2)=[O:19])=[CH:16][CH:15]=1)#[N:13]. Reported procedure: To a solution of methyl 4-aminobenzoate (500 mg, 3.31 mmol) in anhydrous pyridine (10 mL) was added dropwise 4-cyanobenzoyl chloride (660 mg) at 0° C. After 5 min the temperature was allowed to warm up to rt. After 90 min aminomethyl resin (Polymers Laboratories PL-AMS, 1.93 mmol/g, 720 mg) was added and the resulting mixture was stirred overnight at rt. After filtration and rinsing the resin, water (125 mL) was added to the filtrate and a white solid precipated out. Filtration and washing with ... Reactants: NC(=O)c1[nH]c2c(N)c(Br)ccc2c1S(=O)(=O)N1CCOCC1, O=N[O-], [Na+], C1CCOC1, OP(O)P(O)O. Yields the product NC(=O)c1[nH]c2cc(Br)ccc2c1S(=O)(=O)N1CCOCC1. RXN SMILES: [Br:1][c:2]1[cH:3][cH:4][c:5]2[c:6]([S:15](=[O:16])(=[O:17])[N:18]3[CH2:19][CH2:20][O:21][CH2:22][CH2:23]3)[c:7]([C:12](=[O:13])[NH2:14])[nH:8][c:9]2[c:10]1[NH2:11].[N:30]([O-:31])=[O:32].[Na+:33].[O:34]1[CH2:35][CH2:36][CH2:37][CH2:38]1.[P:24]([P:25]([OH:26])[OH:27])([OH:28])[OH:29]>>[Br:1][c:2]1[cH:3][cH:4][c:5]2[c:6]([S:15](=[O:16])(=[O:17])[N:18]3[CH2:19][CH2:20][O:21][CH2:22][CH2:23]3)[c:7]([C:12](=[O:13])[NH2:14])[nH:8][c:9]2[cH:10]1. The reactants are O.[OH-].[Li+] (lithium hydroxide monohydrate), C(C)(C)(C)C1=NN(C(=C1)NC=1C(=NC=CC1)C(=O)OCC)C1=C(C=CC=C1C)C (ethyl 3-{[3-tert-butyl-1-(2,6-dimethylphenyl)-1H-pyrazol-5-yl]amino}pyridine-2-carboxylate), Cl (hydrochloric acid). Solvent: O (water), C(C)O (ethanol), C1CCOC1 (THF). Conditions: temperature 40 celsius. The product is C(C)(C)(C)C1=NN(C(=C1)NC=1C(=NC=CC1)C(=O)O)C1=C(C=CC=C1C)C (3-{[3-tert-butyl-1-(2,6-dimethylphenyl)-1H-pyrazol-5-yl]amino}pyridine-2-carboxylic acid). Isolated yield 84.6%. RXN SMILES: [C:1]([C:5]1[CH:9]=[C:8]([NH:10][C:11]2[C:12]([C:17]([O:19]CC)=[O:18])=[N:13][CH:14]=[CH:15][CH:16]=2)[N:7]([C:22]2[C:27]([CH3:28])=[CH:26][CH:25]=[CH:24][C:23]=2[CH3:29])[N:6]=1)([CH3:4])([CH3:3])[CH3:2].O.[OH-].[Li+].Cl>C(O)C.C1COCC1.O>[C:1]([C:5]1[CH:9]=[C:8]([NH:10][C:11]2[C:12]([C:17]([OH:19])=[O:18])=[N:13][CH:14]=[CH:15][CH:16]=2)[N:7]([C:22]2[C:27]([CH3:28])=[CH:26][CH:25]=[CH:24][C:23]=2[CH3:29])[N:6]=1)([CH3:4])([CH3:3])[CH3:2] |f:1.2.3|. Reported procedure: To a solution of ethyl 3-{[3-tert-butyl-1-(2,6-dimethylphenyl)-1H-pyrazol-5-yl]amino}pyridine-2-carboxylate (2.10 g, 5.35 mmol) in a mixture of ethanol (5 mL) and THF (5 mL) was added lithium hydroxide monohydrate (1.12 mg, 26.8 mmol) in water (10 mL), and the mixture was then heated to 40° C. for 1 h. The reaction mixture was cooled to rt, the pH of the solution was adjusted to 5 by addition of 0.5 N hydrochloric acid, and the mixture was concentrated to dryness. The crude mixture was redissolv...